The task is: describe an organic reaction: reactants, conditions, products, and yield. This data is from the Open Reaction Database (ORD), a public repository of structured organic reaction records. The reactants are ClCCl, CCCc1cc(C(OCOC)(C(F)(F)F)C(F)(F)F)ccc1Oc1ccc(C(C)O)cc1I. Product: CCCc1cc(C(OCOC)(C(F)(F)F)C(F)(F)F)ccc1Oc1ccc(C(C)=O)cc1I. As a reaction SMILES: [Cl:34][CH2:35][Cl:36].[F:1][C:2]([C:3]([C:4]([F:5])([F:6])[F:7])([O:8][CH2:9][O:10][CH3:11])[c:12]1[cH:13][c:14]([CH2:29][CH2:30][CH3:31])[c:15]([O:16][c:17]2[c:18]([I:26])[cH:19][c:20]([CH:23]([CH3:24])[OH:25])[cH:21][cH:22]2)[cH:27][cH:28]1)([F:32])[F:33]>>[F:1][C:2]([C:3]([C:4]([F:5])([F:6])[F:7])([O:8][CH2:9][O:10][CH3:11])[c:12]1[cH:13][c:14]([CH2:29][CH2:30][CH3:31])[c:15]([O:16][c:17]2[c:18]([I:26])[cH:19][c:20]([C:23]([CH3:24])=[O:25])[cH:21][cH:22]2)[cH:27][cH:28]1)([F:32])[F:33]. Starting materials: ClCC(=O)Cl (chloroacetyl chloride), C(C=C)NCC1OCCO1 (N-Allyl-N-(1,3-dioxolan-2-ylmethyl)amine), C1=CC=CC=C1 (benzene), C([O-])([O-])=O.[Na+].[Na+] (sodium carbonate). The solvent is O (water). The product is C(C=C)N(C(CCl)=O)CC1OCCO1 (N-allyl-N-(1,3-dioxolan-2-ylmethyl)-α-chloroacetamide). Reaction SMILES: [CH2:1]([NH:4][CH2:5][CH:6]1[O:10][CH2:9][CH2:8][O:7]1)[CH:2]=[CH2:3].C1C=CC=CC=1.C(=O)([O-])[O-].[Na+].[Na+].[Cl:23][CH2:24][C:25](Cl)=[O:26]>O>[CH2:1]([N:4]([CH2:5][CH:6]1[O:10][CH2:9][CH2:8][O:7]1)[C:25](=[O:26])[CH2:24][Cl:23])[CH:2]=[CH2:3] |f:2.3.4|. Procedure: N-Allyl-N-(1,3-dioxolan-2-ylmethyl)amine (9.2 grams), benzene (100 ml), water (100 ml) and sodium carbonate (8 grams) were charged into a glass reaction vessel equipped with a mechanical stirrer and reflux condenser. The mixture was cooled to about 5° to 10° C. and chloroacetyl chloride (5 ml) was added dropwise with stirring. After the addition was completed stirring was continued until the reaction mixture reached room temperature. After this time the organic phase was separated from the aqueo... Procedure: A mixture of 2-butyl-1,2,4-thiadiazolo[4,5-a]benzimidazole-3(2H)-one (5.0 g, 20.2 mmole) and cyanogen bromide (4.28 g, 40.4 mmole) in 100 mL of dichloromethane was stirred at room temperature for 26 h. The precipitate was filtered and washed with dichloromethane to yield 4.18 g (81%) of 3-bromo-1,2,4-thiadiazolo[4,5-a]benzimidazole as a white powder: mp 189°-190° C.; 1H NMR (CDCl3) δ8.23 (d, 1H), 7.82 (d, 1H), 7.52 (t, 1H), 7.42 (d, 1H)ppm; 13C NMR (1:1 CDCl3 :DMSO-d6): δ162.78, 149.67, 129.22, ... As a reaction SMILES: C([N:5]1[C:12](=O)[N:11]2[C:7](=[N:8][C:9]3[CH:17]=[CH:16][CH:15]=[CH:14][C:10]=32)[S:6]1)CCC.N#C[Br:20]>ClCCl>[Br:20][C:12]1[N:11]2[C:7](=[N:8][C:9]3[CH:17]=[CH:16][CH:15]=[CH:14][C:10]=32)[S:6][N:5]=1. Solvent: ClCCl (dichloromethane). Yields the product BrC1=NSC2=NC3=C(N21)C=CC=C3 (3-bromo-1,2,4-thiadiazolo[4,5-a]benzimidazole). Starting materials: C(CCC)N1SC2=NC3=C(N2C1=O)C=CC=C3 (2-butyl-1,2,4-thiadiazolo[4,5-a]benzimidazole-3(2H)-one), N#CBr (cyanogen bromide). Conditions: time 26 hour. Isolated yield 81.4%.